This data is from the Open Reaction Database (ORD), a public repository of structured organic reaction records. The task is: describe an organic reaction: reactants, conditions, products, and yield The reactants are CSC=1SC2=C(N1)C=CC(=C2)[N+](=O)[O-] (2-(methylthio)-6-nitrobenzothiazole), COS(=O)(=O)C1=CC=C(C=C1)C (methyl-p-toluenesulfonate). Solvent: CCOCC (ether). Product: C1(=CC=C(C=C1)S(=O)(=O)[O-])C.C[N+]1=C(SC2=C1C=CC=C2)SC (3-methyl-2-(methylthio)-benzothiazolium p-toluenesulfonate). Yield: 63.6%. As a reaction SMILES: [CH3:1][S:2][C:3]1[S:4][C:5]2[CH:11]=[C:10]([N+]([O-])=O)[CH:9]=[CH:8][C:6]=2[N:7]=1.[CH3:15][O:16][S:17]([C:20]1[CH:25]=[CH:24][C:23]([CH3:26])=[CH:22][CH:21]=1)(=[O:19])=[O:18]>CCOCC>[C:23]1([CH3:26])[CH:22]=[CH:21][C:20]([S:17]([O-:19])(=[O:16])=[O:18])=[CH:25][CH:24]=1.[CH3:15][N+:7]1[C:6]2[CH:8]=[CH:9][CH:10]=[CH:11][C:5]=2[S:4][C:3]=1[S:2][CH3:1] |f:3.4|. Procedure: A mixture of 6-nitro-2-(methylthio)benzothiazole 7 (0.5 g, 2.2 mmol) and methyl-p-toluenesulfonate (3.7 g, 20 mmol) was heated from 120° C. to 145° C. over one hour. To the cooled solution was added 30 mL of ether. The resulting amorphous solid was triturated with acetone to provide a pale mauve solid (0.57 g, 1.4 mmol, 63%). Reactants: BrCC(=O)C1=CC=C(C=C1)O (2-bromo-4′-hydroxyacetophenone), BrC=1N=CC(=NC1)N (5-bromo-2-aminopyrazine). Run in C(C)#N (acetonitrile). Conditions: temperature 110 celsius. Product: BrC=1N=CC=2N(C1)C=C(N2)C2=CC=C(C=C2)O (6-bromo-2-(4′-hydroxyphenyl)imidazo[1,2-a]pyrazine). The yield is 31.4%. As a reaction SMILES: Br[CH2:2][C:3]([C:5]1[CH:10]=[CH:9][C:8]([OH:11])=[CH:7][CH:6]=1)=O.[Br:12][C:13]1[N:14]=[CH:15][C:16]([NH2:19])=[N:17][CH:18]=1>C(#N)C>[Br:12][C:13]1[N:14]=[CH:15][C:16]2[N:17]([CH:2]=[C:3]([C:5]3[CH:10]=[CH:9][C:8]([OH:11])=[CH:7][CH:6]=3)[N:19]=2)[CH:18]=1. Procedure: 4.66 g (corresponding to 21.6 mmol) of 2-bromo-4′-hydroxyacetophenone and 2.53 g (corresponding to 14.5 mmol) of 5-bromo-2-aminopyrazine were dissolved in 100 mL of acetonitrile. The resulting solution was refluxed in an oil bath at 110° C. for 3.5 hours. After the completion of the reaction, the reaction solution was cooled down to room temperature, and precipitates were filtered and recovered. The precipitates were washed with acetonitrile and dried under reduced pressure. The resulting crude ... Reactants: [N+](=O)([O-])C=1C=CC(=C(C#N)C1)F (5-nitro-2-fluorobenzonitrile), [NH4+].[Cl-] (NH4Cl). The reagents and catalysts are [Fe] (Fe). The solvent is CCO.O (EtOH H2O). Yields the product NC=1C=CC(=C(C#N)C1)F (5-Amino-2-fluorobenzonitrile). Isolated yield 61.0%. Reaction SMILES: [N+:1]([C:4]1[CH:5]=[CH:6][C:7]([F:12])=[C:8]([CH:11]=1)[C:9]#[N:10])([O-])=O.[NH4+].[Cl-]>CCO.O.[Fe]>[NH2:1][C:4]1[CH:5]=[CH:6][C:7]([F:12])=[C:8]([CH:11]=1)[C:9]#[N:10] |f:1.2,3.4|. Procedure: A mixture of 5-nitro-2-fluorobenzonitrile (10 g, 60.2 mmol), Fe powder (17 g, 0.3 mol), and NH4Cl (1.7 g, 30 mmol) in EtOH/H2O (100 mL, 9:1) was heated at reflux in 2 h. The mixture was filtered at hot. The filtrate was concentrated, taken up in H2O, stirred, filtered air-dried to obtain the title solid as a tan solid, (5.0 g, 71%). 1H NMR (400 MHz, DMSO-d6): d 5.54 (s, 2H), 6.85 (m, 2H), 7.16 (t, J=8.1 Hz, 1H). Starting materials: BrCC1CC1, O=C([O-])[O-], COc1ccc2c(Cl)c(-c3ccc(NC(=O)OC(C)C)cc3)[nH]c2c1, [Cs+], [Cs+], CN(C)C=O, O. The product is COc1ccc2c(Cl)c(-c3ccc(NC(=O)OC(C)C)cc3)n(CC3CC3)c2c1. RXN SMILES: [Br:32][CH2:33][CH:34]1[CH2:35][CH2:36]1.[C:26](=[O:27])([O-:28])[O-:29].[CH:1]([CH3:2])([CH3:3])[O:4][C:5]([NH:6][c:7]1[cH:8][cH:9][c:10](-[c:13]2[nH:14][c:15]3[cH:16][c:17]([O:23][CH3:24])[cH:18][cH:19][c:20]3[c:21]2[Cl:22])[cH:11][cH:12]1)=[O:25].[Cs+:30].[Cs+:31].[O:37]=[CH:38][N:39]([CH3:40])[CH3:41].[OH2:42]>>[CH:1]([CH3:2])([CH3:3])[O:4][C:5]([NH:6][c:7]1[cH:8][cH:9][c:10](-[c:13]2[n:14]([CH2:33][CH:34]3[CH2:35][CH2:36]3)[c:15]3[cH:16][c:17]([O:23][CH3:24])[cH:18][cH:19][c:20]3[c:21]2[Cl:22])[cH:11][cH:12]1)=[O:25]. The reactants are CC(C(=O)OCCOC(=O)OC1=CC=C(C=C1)S(=O)(=O)C)C ([4-(methylsulfonyl)phenoxycarbonyloxy]ethyl 2-methylpropanoate), S(O)(O)(=O)=O (sulfuric acid), C([O-])([O-])=O.[K+].[K+] (Potassium carbonate), CC(C)C[C@@H](CC(=O)O)CN (Pregabalin). The solvent is C(C)#N (acetonitrile), COC(C)(C)C (tert-butyl methyl ether), O (water). Reaction conditions: time 5 minute. Yields the product CC(C[C@@H](CC(=O)O)CNC(=O)OCCOC(C(C)C)=O)C ((3S)-5-Methyl-3-({[(2-methylpropanoyloxy)ethoxy]carbonylamino}methyl)hexanoic Acid), CS(=O)(=O)C1=CC=C(C=C1)O (4-(methylsulfonyl)phenol). As a reaction SMILES: [CH3:1][CH:2]([CH2:4][C@H:5]([CH2:10][NH2:11])[CH2:6][C:7]([OH:9])=[O:8])[CH3:3].C(=O)([O-])[O-].[K+].[K+].[CH3:18][CH:19]([CH3:39])[C:20]([O:22][CH2:23][CH2:24][O:25][C:26]([O:28][C:29]1[CH:34]=[CH:33][C:32]([S:35]([CH3:38])(=[O:37])=[O:36])=[CH:31][CH:30]=1)=[O:27])=[O:21].S(=O)(=O)(O)O>C(#N)C.COC(C)(C)C.O>[CH3:3][CH:2]([CH3:1])[CH2:4][C@H:5]([CH2:10][NH:11][C:26]([O:25][CH2:24][CH2:23][O:22][C:20](=[O:21])[CH:19]([CH3:18])[CH3:39])=[O:27])[CH2:6][C:7]([OH:9])=[O:8].[CH3:38][S:35]([C:32]1[CH:33]=[CH:34][C:29]([OH:28])=[CH:30][CH:31]=1)(=[O:36])=[O:37] |f:1.2.3|. Reported procedure: Pregabalin (0.95 g) and water (25 mL) were charged to a vessel at room temperature. Potassium carbonate (0.8 g) was added in one portion and the mixture was stirred at room temperature for 5 minutes. A solution of [4-(methylsulfonyl)phenoxycarbonyloxy]ethyl 2-methylpropanoate D3 (1.6 g) in acetonitrile (25 mL) was added. After 6 hours, tert-butyl methyl ether (50 mL) was added and the reaction mixture was cooled to 5-10° C. A solution of 5% aqueous sulfuric acid was added to adjust the pH to app... The reactants are CC1=C(C=CC=C1C)O (2,3-dimethylphenol), B(F)(F)F.CCOCC (boron trifluoride diethyl etherate), CC1(CCC(=O)O1)C=C (γ-methyl-γ-vinylbutyrolactone). The solvent is O1CCOCC1 (dioxane), O1CCOCC1 (dioxane), CCOCC (ether). The product is CC1(OC2=C(C(=CC=C2CC1)C)C)CCC(=O)O (Racemic 2,7,8-Trimethyl-2-(β-carboxyethyl)chroman). Reaction SMILES: [CH3:1][C:2]1[C:7]([CH3:8])=[CH:6][CH:5]=[CH:4][C:3]=1[OH:9].B(F)(F)F.CCOCC.[CH3:19][C:20]1([CH:26]=[CH2:27])[O:25][C:23](=[O:24])[CH2:22][CH2:21]1>O1CCOCC1.CCOCC>[CH3:19][C:20]1([CH2:21][CH2:22][C:23]([OH:25])=[O:24])[CH2:26][CH2:27][C:4]2[C:3](=[C:2]([CH3:1])[C:7]([CH3:8])=[CH:6][CH:5]=2)[O:9]1 |f:1.2|. Procedure: To a solution of 2,3-dimethylphenol (0.01 mol) and boron trifluoride diethyl etherate (0.016 mol) in dioxane (10 mL, dried on sodium) in a flask was added γ-methyl-γ-vinylbutyrolactone (0.016 mol) in dioxane (5.0 mL) via syringe pump over 50 min at 110° C. (oil bath, reflux) under nitrogen. The reaction mixture was cooled to room temperature and diluted with ether (200 mL), then washed with water (100 mL, 2×50 mL) and dried over sodium sulfate. Ether was then removed in vacuum. The residue was d... The reactants are COC(=N)c1cccc(Cn2cc(-n3c(-c4cn(C)c5ccc(F)cc45)n[nH]c3=O)c3cc(F)ccc32)c1, Cl, NCc1ccccc1. Yields the product Cn1cc(-c2n[nH]c(=O)n2-c2cn(Cc3cccc(C(=N)NCc4ccccc4)c3)c3ccc(F)cc23)c2cc(F)ccc21, Cl. Reaction SMILES: [CH3:2][O:3][C:4]([c:5]1[cH:6][c:7]([CH2:11][n:12]2[cH:13][c:14](-[n:22]3[c:23](-[c:28]4[cH:29][n:30]([CH3:38])[c:31]5[cH:32][cH:33][c:34]([F:37])[cH:35][c:36]45)[n:24][nH:25][c:26]3=[O:27])[c:15]3[cH:16][c:17]([F:21])[cH:18][cH:19][c:20]23)[cH:8][cH:9][cH:10]1)=[NH:39].[ClH:1].[NH2:40][CH2:41][c:42]1[cH:43][cH:44][cH:45][cH:46][cH:47]1>>[C:4]([c:5]1[cH:6][c:7]([CH2:11][n:12]2[cH:13][c:14](-[n:22]3[c:23](-[c:28]4[cH:29][n:30]([CH3:38])[c:31]5[cH:32][cH:33][c:34]([F:37])[cH:35][c:36]45)[n:24][nH:25][c:26]3=[O:27])[c:15]3[cH:16][c:17]([F:21])[cH:18][cH:19][c:20]23)[cH:8][cH:9][cH:10]1)(=[NH:39])[NH:40][CH2:41][c:42]1[cH:43][cH:44][cH:45][cH:46][cH:47]1.[ClH:1]. Reactants: CCCc1c(COc2ccc(Cc3nnn(CCCBr)n3)cc2)ccc(C(C)=O)c1O, CSC, CCOC(C)=O, CS(C)=O, [Na], O. Product: CCCc1c(COc2ccc(Cc3nnn(CCCSC)n3)cc2)ccc(C(C)=O)c1O. RXN SMILES: [C:1]([CH3:2])(=[O:3])[c:4]1[c:5]([OH:31])[c:6]([CH2:28][CH2:29][CH3:30])[c:7]([CH2:10][O:11][c:12]2[cH:13][cH:14][c:15]([CH2:18][c:19]3[n:20][n:21][n:22]([CH2:24][CH2:25][CH2:26][Br:27])[n:23]3)[cH:16][cH:17]2)[cH:8][cH:9]1.[CH3:32][S:33][CH3:34].[CH3:37][CH2:38][O:39][C:40](=[O:41])[CH3:42].[CH3:43][S:44]([CH3:45])=[O:46].[Na:35].[OH2:36]>>[C:1]([CH3:2])(=[O:3])[c:4]1[c:5]([OH:31])[c:6]([CH2:28][CH2:29][CH3:30])[c:7]([CH2:10][O:11][c:12]2[cH:13][cH:14][c:15]([CH2:18][c:19]3[n:20][n:21][n:22]([CH2:24][CH2:25][CH2:26][S:33][CH3:32])[n:23]3)[cH:16][cH:17]2)[cH:8][cH:9]1.